This data is from the Open Reaction Database (ORD), a public repository of structured organic reaction records. The task is: describe an organic reaction: reactants, conditions, products, and yield Reactants: C(C)(C)(C)OC(=O)N[C@H]1CN(CC1)C1=C(C=C(C=C1)N1C(O[C@H](C1)COS(=O)(=O)C)=O)F ((5R)-3-(4-((3R)-3-(t-butoxycarbonyl)aminopyrrolidin-1-yl)-3-fluorophenyl)-5-methane-sulfonyloxymethyloxazolidin-2-one), [N-]=[N+]=[N-].[Na+] (sodium azide). Solvent: CN(C=O)C (N,N-dimethyl-formamide), O (water). Conditions: time 5 hour. Product: C(C)(C)(C)OC(=O)N[C@H]1CN(CC1)C1=C(C=C(C=C1)N1C(O[C@H](C1)CN=[N+]=[N-])=O)F ((5R)-3-(4-((3R)-3-(t-butoxycarbonyl)aminopyrrolidin-1-yl)-3-fluorophenyl)-5-azidomethyl-oxazolidin-2-one). Isolated yield 64.4%. As a reaction SMILES: [C:1]([O:5][C:6]([NH:8][C@@H:9]1[CH2:13][CH2:12][N:11]([C:14]2[CH:19]=[CH:18][C:17]([N:20]3[CH2:24][C@H:23]([CH2:25]OS(C)(=O)=O)[O:22][C:21]3=[O:31])=[CH:16][C:15]=2[F:32])[CH2:10]1)=[O:7])([CH3:4])([CH3:3])[CH3:2].[N-:33]=[N+:34]=[N-:35].[Na+]>CN(C)C=O.O>[C:1]([O:5][C:6]([NH:8][C@@H:9]1[CH2:13][CH2:12][N:11]([C:14]2[CH:19]=[CH:18][C:17]([N:20]3[CH2:24][C@H:23]([CH2:25][N:33]=[N+:34]=[N-:35])[O:22][C:21]3=[O:31])=[CH:16][C:15]=2[F:32])[CH2:10]1)=[O:7])([CH3:3])([CH3:4])[CH3:2] |f:1.2|. Procedure details: (5R)-3-(4-((3R)-3-(t-butoxycarbonyl)aminopyrrolidin-1-yl)-3-fluorophenyl)-5-methane-sulfonyloxymethyloxazolidin-2-one (1.25 g, 2.64 mM) was dissolved in N,N-dimethyl-formamide (20 ml), treated with sodium azide (275 mg, 4.23 mM), and heated with stirring at 50° for 5 hours. After cooling the mixture was diluted with water (100 ml), and extracted into ethyl acetate (3×75 ml). The combined organics were dried (magnesium sulfate), and evaporated to give a yellow solid, which 5:19 PM was recrystalli... The reactants are C(CNCC(=O)OC(C)(C)C)(=O)OC(C)(C)C (Di(t-butyl) 3-azaglutarate), C1(CCC(=O)O1)=O (succinic anhydride), C(C)N(C(C)C)C(C)C (ethyldiisopropylamine), 4-di(methylamino)pyridine. Run in C(Cl)(Cl)Cl (CHCl3), ClCCl (dichloromethane). Reaction conditions: time 48 hour. Product: C(C)(C)(C)OC(=O)CN(C(=O)CCC(=O)O)CC(=O)OC(C)(C)C (3-(Bis(((t-butyloxy)carbonyl)methyl)carbamoyl)propanoic acid). Yield: 72.6%. RXN SMILES: [C:1]([O:13][C:14]([CH3:17])([CH3:16])[CH3:15])(=[O:12])[CH2:2][NH:3][CH2:4][C:5]([O:7][C:8]([CH3:11])([CH3:10])[CH3:9])=[O:6].[C:18]1(=[O:24])[O:23][C:21](=[O:22])[CH2:20][CH2:19]1.C(N(C(C)C)C(C)C)C>C(Cl)(Cl)Cl.ClCCl>[C:14]([O:13][C:1]([CH2:2][N:3]([CH2:4][C:5]([O:7][C:8]([CH3:10])([CH3:9])[CH3:11])=[O:6])[C:18]([CH2:19][CH2:20][C:21]([OH:23])=[O:22])=[O:24])=[O:12])([CH3:17])([CH3:16])[CH3:15]. Reported procedure: Compound 14 (0.88 g, 3.59 mmol), succinic anhydride (0.377 g, 3.77 mmol), ethyldiisopropylamine (625 μL, 3.59 mmol) and 4-di(methylamino)pyridine (44 mg, 0.359 mmol) were dissolved in CHCl3 (15 mL) and stirred for 48 h. The mixture was diluted with dichloromethane (140 mL) and the organic layer was washed with H2O (2×75 mL) and saturated aqueous NaCl, dried over Na2SO4 and concentrated under reduced pressure. The crude material was purified by silica gel chromatography (80% EtOAc in hexanes) to ... The reactants are C#CCO, CCN(C(C)C)C(C)C, [Cl-], [Cu]I, CC1(C)CC(=C(c2ccc(O)cc2)c2ccc(I)cc2)CC(C)(C)C1, [NH4+], CN(C)C=O, O, Cl[Pd]Cl, c1ccc(P(c2ccccc2)c2ccccc2)cc1, c1ccc(P(c2ccccc2)c2ccccc2)cc1. Yields the product CC1(C)CC(=C(c2ccc(O)cc2)c2ccc(C#CCO)cc2)CC(C)(C)C1. Reaction SMILES: [CH2:35]([C:36]#[CH:37])[OH:38].[CH:26]([N:27]([CH2:28][CH3:29])[CH:30]([CH3:31])[CH3:32])([CH3:33])[CH3:34].[Cl-:39].[Cu:87][I:88].[I:1][c:2]1[cH:3][cH:4][c:5]([C:8]([c:9]2[cH:10][cH:11][c:12]([OH:15])[cH:13][cH:14]2)=[C:16]2[CH2:17][C:18]([CH3:24])([CH3:25])[CH2:19][C:20]([CH3:22])([CH3:23])[CH2:21]2)[cH:6][cH:7]1.[NH4+:40].[O:41]=[CH:42][N:43]([CH3:44])[CH3:45].[OH2:89].[Pd:46]([Cl:47])[Cl:48].[c:49]1([P:50]([c:51]2[cH:52][cH:53][cH:54][cH:55][cH:56]2)[c:57]2[cH:58][cH:59][cH:60][cH:61][cH:62]2)[cH:63][cH:64][cH:65][cH:66][cH:67]1.[c:68]1([P:69]([c:70]2[cH:71][cH:72][cH:73][cH:74][cH:75]2)[c:76]2[cH:77][cH:78][cH:79][cH:80][cH:81]2)[cH:82][cH:83][cH:84][cH:85][cH:86]1>>[c:2]1([C:37]#[C:36][CH2:35][OH:38])[cH:3][cH:4][c:5]([C:8]([c:9]2[cH:10][cH:11][c:12]([OH:15])[cH:13][cH:14]2)=[C:16]2[CH2:17][C:18]([CH3:24])([CH3:25])[CH2:19][C:20]([CH3:22])([CH3:23])[CH2:21]2)[cH:6][cH:7]1. Reactants: [I-].[Na+] (sodium iodide), ClCCCC1OC2=C(S1)C(=C(C(=C2C)C)O)C (2-(3-chloropropyl)-5-hydroxy-4,6,7-trimethyl-1,3-benzoxathiole), O (water). The solvent is CC(=O)C (acetone). Yields the product OC=1C(=C(C2=C(SC(O2)CCCI)C1C)C)C (5-Hydroxy-2-(3-iodopropyl)-4,6,7-trimethyl-1,3-benzoxathiole). Reaction SMILES: Cl[CH2:2][CH2:3][CH2:4][CH:5]1[S:9][C:8]2[C:10]([CH3:17])=[C:11]([OH:16])[C:12]([CH3:15])=[C:13]([CH3:14])[C:7]=2[O:6]1.[I-:18].[Na+].O>CC(C)=O>[OH:16][C:11]1[C:12]([CH3:15])=[C:13]([CH3:14])[C:7]2[O:6][CH:5]([CH2:4][CH2:3][CH2:2][I:18])[S:9][C:8]=2[C:10]=1[CH3:17] |f:1.2|. Procedure: 120 mg of 2-(3-chloropropyl)-5-hydroxy-4,6,7-trimethyl-1,3-benzoxathiole (prepared as described in Example 77) were dissolved in 2 ml of acetone, after which 660 mg of sodium iodide were added, and the reaction mixture was heated under reflux for 10 hours. The reaction mixture was cooled and then poured into water, and the resulting precipitate was extracted with ethyl acetate. The extract was washed with water and dried over anhydrous sodium sulfate. The ethyl acetate was distilled off under re... Reactants: Cc1ccccc1, CC1NCCc2ccccc21, CC(Cl)C(=O)Cl. The product is CC(Cl)C(=O)N1CCc2ccccc2C1C. As a reaction SMILES: [CH3:18][c:19]1[cH:20][cH:21][cH:22][cH:23][cH:24]1.[CH3:1][CH:2]1[NH:3][CH2:4][CH2:5][c:6]2[cH:7][cH:8][cH:9][cH:10][c:11]21.[Cl:12][CH:13]([C:14](=[O:15])[Cl:16])[CH3:17]>>[CH3:1][CH:2]1[N:3]([C:14]([CH:13]([Cl:12])[CH3:17])=[O:15])[CH2:4][CH2:5][c:6]2[cH:7][cH:8][cH:9][cH:10][c:11]21. As a reaction SMILES: [NH2:1][C:2]1[N:7]=[C:6]([C:8]([NH:10][CH:11]([C:13]2[CH:14]=[N:15][C:16]([O:20][CH2:21][C:22]([F:25])([F:24])[F:23])=[C:17]([CH3:19])[CH:18]=2)[CH3:12])=[O:9])[CH:5]=[C:4]([CH3:26])[N:3]=1.[CH:27]1([C:31](Cl)=[O:32])[CH2:30][CH2:29][CH2:28]1>>[CH:27]1([C:31]([NH:1][C:2]2[N:7]=[C:6]([C:8]([NH:10][CH:11]([C:13]3[CH:14]=[N:15][C:16]([O:20][CH2:21][C:22]([F:24])([F:25])[F:23])=[C:17]([CH3:19])[CH:18]=3)[CH3:12])=[O:9])[CH:5]=[C:4]([CH3:26])[N:3]=2)=[O:32])[CH2:30][CH2:29][CH2:28]1. Yields the product C1(CCC1)C(=O)NC1=NC(=CC(=N1)C(=O)NC(C)C=1C=NC(=C(C1)C)OCC(F)(F)F)C (2-(cyclobutanecarboxamido)-6-methyl-N-(1-(5-methyl-6-(2,2,2-trifluoroethoxy)pyridin-3-yl)ethyl)pyrimidine-4-carboxamide). Reactants: NC1=NC(=CC(=N1)C(=O)NC(C)C=1C=NC(=C(C1)C)OCC(F)(F)F)C (2-amino-6-methyl-N-(1-(5-methyl-6-(2,2,2-trifluoroethoxy)pyridin-3-yl)ethyl)pyrimidine-4-carboxamide), C1(CCC1)C(=O)Cl (cyclobutanecarbonyl chloride). Procedure details: The title compound is prepared from 2-amino-6-methyl-N-(1-(5-methyl-6-(2,2,2-trifluoroethoxy)pyridin-3-yl)ethyl)pyrimidine-4-carboxamide (20 mg, 0.05 mmol, Step-1, single enantiomer) and cyclobutanecarbonyl chloride (28 mg, 0.27 mmol) according to the procedure similar to that described in Step-2 of Example 8. Starting materials: N1CCOCC1 (morpholine), acid, C(=S)=S (carbon disulfide). Run in C(Cl)Cl (methylene chloride), C(Cl)Cl (methylene chloride), C(Cl)Cl (methylene chloride), [O-]Cl.[Na+] (NaOCl). Run at time 60 minute. Yields the product C1COCCN1C(=S)SN2CCOCC2 (N-oxydiethylenethiocarbamyl-N'-oxydiethylenesulfenamide). RXN SMILES: [NH:1]1[CH2:6][CH2:5][O:4][CH2:3][CH2:2]1.[C:7](=[S:9])=[S:8]>C(Cl)Cl.[O-]Cl.[Na+]>[CH2:6]1[N:1]([C:7]([S:9][N:1]2[CH2:6][CH2:5][O:4][CH2:3][CH2:2]2)=[S:8])[CH2:2][CH2:3][O:4][CH2:5]1 |f:3.4|. Procedure details: In this example, a methylene chloride solution of N-oxydiethylenethiocarbamyl-N'-oxydiethylenesulfenamide was prepared by reacting morpholine, dissolved in methylene chloride, sequentially with a NaOCl bleach solution and carbon disulfide in the manner described in U.S. Pat. No. 3,985,743. At the end of the reaction the methylene chloride organic phase was separated from the water phase. The methylene chloride solution was diluted with methylene chloride to a total solids content of 12 percent. ...